From a dataset of the Open Reaction Database (ORD), a public repository of structured organic reaction records. describe an organic reaction: reactants, conditions, products, and yield Starting materials: N1C(OC(C2=C1C=CC=C2)=O)=O (2H-3,1-benzoxazine-2,4(1H)-dione), CN(C=O)C (N,N-dimethylformamide), NCCN1CCC(CC1)NC1=NC2=C(N1CC1=CC=C(C=C1)F)C=CC=C2 (N-[1-(2-aminoethyl)-4-piperidinyl]-1-[(4-fluorophenyl)methyl]-1H-benzimidazol-2-amine), CN(C=O)C (N,N-dimethylformamide). Run in O (Water). Run at time 3 hour. Product: NC1=C(C(=O)NCCN2CCC(CC2)NC2=NC3=C(N2CC2=CC=C(C=C2)F)C=CC=C3)C=CC=C1 (2-amino-N-[2-[4-[[1-[(4-fluorophenyl)-methyl]-1H-benzimidazol-2-yl]amino]-1-piperidinyl]-ethyl]benzamide). Yield: 80.0%. As a reaction SMILES: [NH:1]1[C:6]2[CH:7]=[CH:8][CH:9]=[CH:10][C:5]=2[C:4](=[O:11])OC1=O.CN(C)C=O.[NH2:18][CH2:19][CH2:20][N:21]1[CH2:26][CH2:25][CH:24]([NH:27][C:28]2[N:32]([CH2:33][C:34]3[CH:39]=[CH:38][C:37]([F:40])=[CH:36][CH:35]=3)[C:31]3[CH:41]=[CH:42][CH:43]=[CH:44][C:30]=3[N:29]=2)[CH2:23][CH2:22]1>O>[NH2:1][C:6]1[CH:7]=[CH:8][CH:9]=[CH:10][C:5]=1[C:4]([NH:18][CH2:19][CH2:20][N:21]1[CH2:26][CH2:25][CH:24]([NH:27][C:28]2[N:32]([CH2:33][C:34]3[CH:39]=[CH:38][C:37]([F:40])=[CH:36][CH:35]=3)[C:31]3[CH:41]=[CH:42][CH:43]=[CH:44][C:30]=3[N:29]=2)[CH2:23][CH2:22]1)=[O:11]. Procedure: To a stirred and hot (50° C.) mixture of 4.1 parts of 2H-3,1-benzoxazine-2,4(1H)-dione and 31.5 parts of N,N-dimethylformamide was added dropwise a solution of 9.4 parts of N-[1-(2-aminoethyl)-4-piperidinyl]-1-[(4-fluorophenyl)methyl]-1H-benzimidazol-2-amine in 31.5 parts of N,N-dimethylformamide at 50° C. Upon completion, stirring was continued for 3 hours at 50° C. Water was added and the product was extracted with 4-methyl-2-pentanone. The extract was dried, filtered and evaporated. The resid... Reactants: OC=1C=CC=C2C=CC=[NH+]C12.O=C1N(C[C@@H]1NC(=O)OCC1=CC=CC=C1)S(=O)(=O)[O-] ((3S)-2-oxo-3-[[(phenylmethoxy)carbonyl]amino]-1-azetidinesulfonic acid, 8-hydroxyquinolinium salt), CC(=O)C (acetone). Run in C(C)O (ethanol). Reaction conditions: temperature 20 celsius, time 60 minute. The product is C1(=CC=CC=C1)COC(=O)N[C@@H]1C(NC1)=O ((3S)-3-[[(Phenylmethoxy)carbonyl]amino]-2-azetidinone). Yield: 79.3%. As a reaction SMILES: OC1C=CC=C2C=1[NH+]=CC=C2.[O:12]=[C:13]1[C@@H:16]([NH:17][C:18]([O:20][CH2:21][C:22]2[CH:27]=[CH:26][CH:25]=[CH:24][CH:23]=2)=[O:19])[CH2:15][N:14]1S([O-])(=O)=O.CC(C)=O>C(O)C>[C:22]1([CH2:21][O:20][C:18]([NH:17][C@H:16]2[CH2:15][NH:14][C:13]2=[O:12])=[O:19])[CH:27]=[CH:26][CH:25]=[CH:24][CH:23]=1 |f:0.1|. Reported procedure: A stirred suspension of 1.00 g of (3S)-2-oxo-3-[[(phenylmethoxy)carbonyl]amino]-1-azetidinesulfonic acid, 8-hydroxyquinolinium salt in 75 ml of anhydrous ethanol under nitrogen was placed in a 95° C. oil bath. The mixture was refluxed for 20 minutes, then cooled to 20° C. with an ice water bath. The solvent was removed on the rotary evaporator (bath temperature ≥30° C.). The residue was taken up in 10 ml of water and 80 ml of ethyl acetate. About 600 mg of MgSO4 was added followed by 570 mg of s... Reactants: BrC1=CC=C(C=C1)C1(CC1)N (1-(4-bromophenyl)-cyclopropylamine), BrC1=CC=C(C=C1)C1(CC1)N (1-(4-bromophenyl)-cyclopropylamine), C1CCOC1 (THF), C(CC)=O (propionaldehyde), [BH3-]C#N.[Na+] (NaCNBH3). Solvent: CC#N.CC(=O)O (CH3CN HOAc). Yields the product BrC1=CC=C(C=C1)C1(CC1)N(CCC)CCC ([1-(4-Bromophenyl)-cyclopropyl]-dipropylamine), EtOAc—hexanes. Yield: 2.0%. RXN SMILES: [Br:1][C:2]1[CH:7]=[CH:6][C:5]([C:8]2([NH2:11])[CH2:10][CH2:9]2)=[CH:4][CH:3]=1.[CH2:12]1[CH2:16]OC[CH2:13]1.[CH:17](=O)[CH2:18][CH3:19].[BH3-]C#N.[Na+]>CC#N.CC(O)=O>[Br:1][C:2]1[CH:3]=[CH:4][C:5]([C:8]2([N:11]([CH2:13][CH2:12][CH3:16])[CH2:17][CH2:18][CH3:19])[CH2:9][CH2:10]2)=[CH:6][CH:7]=1 |f:3.4,5.6|. Procedure: To a solution of 1-(4-bromophenyl)-cyclopropylamine (Intermediate 116) in CH3CN/HOAc (5 mL, 9:1, v/v) and THF 3 mL at 0° C. was added propionaldehyde (277.0 mg, 4.95 mmols) and NaCNBH3 (153.0 mg, 2.47 mmols). The reaction was warmed to room temperature and after 5 hours quenched with H2O. The pH of the solution was adjusted to 8-9 using aqueous NaOH and extracted with EtOAc. The combined extracts were washed with H2O and saturated aqueous NaCl, dried (MgSO4) and concentrated under reduced pressu... RXN SMILES: [C:1]([O:2][C:3](=[O:4])[N:8]1[CH2:9][CH:10]2[CH:11]([CH2:14][N:15]([CH2:16][c:17]3[cH:18][c:19]([O:23][C:24]([F:25])([F:26])[F:27])[cH:20][cH:21][cH:22]3)[C:28](=[O:29])[c:30]3[n:31][cH:32][n:33]([CH3:35])[cH:34]3)[CH:12]2[CH2:13]1)([CH3:5])([CH3:6])[CH3:7].[CH3:37][CH2:38][O:39][C:40]([CH3:41])=[O:42].[ClH:36]>>[ClH:36].[NH:8]1[CH2:9][CH:10]2[CH:11]([CH2:14][N:15]([CH2:16][c:17]3[cH:18][c:19]([O:23][C:24]([F:25])([F:26])[F:27])[cH:20][cH:21][cH:22]3)[C:28](=[O:29])[c:30]3[n:31][cH:32][n:33]([CH3:35])[cH:34]3)[CH:12]2[CH2:13]1. Reactants: Cn1cnc(C(=O)N(Cc2cccc(OC(F)(F)F)c2)CC2C3CN(C(=O)OC(C)(C)C)CC32)c1, CCOC(C)=O, Cl. The product is Cl, Cn1cnc(C(=O)N(Cc2cccc(OC(F)(F)F)c2)CC2C3CNCC32)c1. The reactants are [Li]C(C)(C)C, CC(C)(C)[Sn](Cl)(Cl)C(C)(C)C, CCCCC, CCCCCCC, [F-]. Product: CC(C)(C)[Sn](Cl)(C(C)(C)C)C(C)(C)C. Reaction SMILES: [C:18]([CH3:19])([CH3:20])([CH3:21])[Li:22].[C:2]([CH3:3])([CH3:4])([CH3:5])[Sn:6]([C:7]([CH3:8])([CH3:9])[CH3:10])([Cl:11])[Cl:12].[CH3:13][CH2:14][CH2:15][CH2:16][CH3:17].[CH3:23][CH2:24][CH2:25][CH2:26][CH2:27][CH2:28][CH3:29].[F-:1]>>[C:2]([CH3:3])([CH3:4])([CH3:5])[Sn:6]([C:7]([CH3:8])([CH3:9])[CH3:10])([Cl:12])[C:18]([CH3:19])([CH3:20])[CH3:21].